From a dataset of the Open Reaction Database (ORD), a public repository of structured organic reaction records. describe an organic reaction: reactants, conditions, products, and yield Yields the product BrC=1C=C(C(=O)NCCCN2C=NC=C2)C(=CN1)NC1=C(C=C(C=C1)I)F (2-Bromo-5-(2-fluoro-4-iodo-phenylamino)-N-(3-imidazol-1-yl-propyl)-isonicotinamide). Starting materials: BrC=1C=C(C(=O)O)C(=CN1)NC1=C(C=C(C=C1)I)F (2-bromo-5-[(2-fluoro-4-iodophenyl)amino]isonicotinic acid), N1(C=NC=C1)CCCN (3-Imidazol-1-yl-propylamine). As a reaction SMILES: [Br:1][C:2]1[CH:3]=[C:4]([C:8]([NH:11][C:12]2[CH:17]=[CH:16][C:15]([I:18])=[CH:14][C:13]=2[F:19])=[CH:9][N:10]=1)[C:5]([OH:7])=O.[N:20]1([CH2:25][CH2:26][CH2:27][NH2:28])[CH:24]=[CH:23][N:22]=[CH:21]1>>[Br:1][C:2]1[CH:3]=[C:4]([C:8]([NH:11][C:12]2[CH:17]=[CH:16][C:15]([I:18])=[CH:14][C:13]=2[F:19])=[CH:9][N:10]=1)[C:5]([NH:28][CH2:27][CH2:26][CH2:25][N:20]1[CH:24]=[CH:23][N:22]=[CH:21]1)=[O:7]. Procedure details: 2-Bromo-5-(2-fluoro-4-iodo-phenylamino)-N-(3-imidazol-1-yl-propyl)-isonicotinamide was synthesized according to the General Method 3, starting with 145 mg (0.33 mmol) of 2-bromo-5-[(2-fluoro-4-iodophenyl)amino]isonicotinic acid and 103 mg (0.83 mmol) of 3-Imidazol-1-yl-propylamine. Yield: 55 mg, 30%, LC/MS: [7.31 min, 545 (M+1)] Reactants: NC1(CCC1)C1=CC=C(C=C1)C=1C(=CC2=C(OCC(N2CCC#N)=O)N1)C1=CC=CC=C1 (3-(6-(4-(1-aminocyclobutyl)phenyl)-2-oxo-7-phenyl-2,3-dihydro-1H-pyrido[2,3-b][1,4]oxazin-1-yl)propanenitrile), C(C)(C)(C)OC(NC1(CCC1)C1=CC=C(C=C1)C=1C(=CC2=C(OCC(N2CC(F)F)=O)N1)C1=CC=CC=C1)=O (tert-butyl(1-(4-(1-(2,2-difluoroethyl)-2-oxo-7-phenyl-2,3-dihydro-1H-pyrido[2,3-b][1,4]oxazin-6-yl)phenyl)cyclobutyl)carbamate). Yields the product NC1(CCC1)C1=CC=C(C=C1)C=1C(=CC2=C(OCC(N2CC(F)F)=O)N1)C1=CC=CC=C1 (6-(4-(1-aminocyclobutyl)phenyl)-1-(2,2-difluoroethyl)-7-phenyl-1H-pyrido[2,3-b][1,4]oxazin-2(3H)-one). Isolated yield 99.3%. Reaction SMILES: NC1(C2C=CC(C3C(C4C=CC=CC=4)=CC4N(CCC#N)C(=O)COC=4N=3)=CC=2)CCC1.C(OC(=O)[NH:39][C:40]1([C:44]2[CH:49]=[CH:48][C:47]([C:50]3[C:51]([C:65]4[CH:70]=[CH:69][CH:68]=[CH:67][CH:66]=4)=[CH:52][C:53]4[N:58]([CH2:59][CH:60]([F:62])[F:61])[C:57](=[O:63])[CH2:56][O:55][C:54]=4[N:64]=3)=[CH:46][CH:45]=2)[CH2:43][CH2:42][CH2:41]1)(C)(C)C>>[NH2:39][C:40]1([C:44]2[CH:49]=[CH:48][C:47]([C:50]3[C:51]([C:65]4[CH:66]=[CH:67][CH:68]=[CH:69][CH:70]=4)=[CH:52][C:53]4[N:58]([CH2:59][CH:60]([F:62])[F:61])[C:57](=[O:63])[CH2:56][O:55][C:54]=4[N:64]=3)=[CH:46][CH:45]=2)[CH2:43][CH2:42][CH2:41]1. Procedure: Following the procedure for 3-(6-(4-(1-aminocyclobutyl)phenyl)-2-oxo-7-phenyl-2,3-dihydro-1H-pyrido[2,3-b][1,4]oxazin-1-yl)propanenitrile, tert-butyl(1-(4-(1-(2,2-difluoroethyl)-2-oxo-7-phenyl-2,3-dihydro-1H-pyrido[2,3-b][1,4]oxazin-6-yl)phenyl)cyclobutyl)carbamate (20 mg, 0.037 mmol) was reacted to afford the title compound (16 mg). 1H NMR (500 MHz, CH3OD) 7.71 (s, 1H), 7.42 (d, 2H), 7.38 (d, 2H), 7.31 (m, 3H), 7.22 (m, 2H), 6.21 (tt, 1H), 5.01 (s, 2H), 4.50 (dt, 2H), 2.73-2.78 (m, 2H), 2.54-2.... The reactants are BrC=1C=C2NC[C@@H](N(C2=CC1)C(=O)C1CC1)C ((S)-(6-bromo-2-methyl-3,4-dihydroquinoxalin-1 (2H)-yl)(cyclopropyl)methanone), ClC(C)Cl (dichloroethane), N1=CC=CC=C1 (pyridine), ClC(=O)OC(C)C (isopropyl chloroformate). Run in ClCCl (dichloromethane). Run at temperature 0 celsius, time 30 minute. Product: BrC1=CC=C2N([C@H](CN(C2=C1)C(=O)OC(C)C)C)C(=O)C1CC1 ((S)-isopropyl 7-bromo-4-(cyclopropanecarbonyl)-3-methyl-3,4-dihydroquinoxalin-1(2H)carboxylate). RXN SMILES: [Br:1][C:2]1[CH:3]=[C:4]2[C:9](=[CH:10][CH:11]=1)[N:8]([C:12]([CH:14]1[CH2:16][CH2:15]1)=[O:13])[C@@H:7]([CH3:17])[CH2:6][NH:5]2.ClC(Cl)C.N1C=CC=CC=1.Cl[C:29]([O:31][CH:32]([CH3:34])[CH3:33])=[O:30]>ClCCl>[Br:1][C:2]1[CH:3]=[C:4]2[C:9]([N:8]([C:12]([CH:14]3[CH2:15][CH2:16]3)=[O:13])[C@@H:7]([CH3:17])[CH2:6][N:5]2[C:29]([O:31][CH:32]([CH3:34])[CH3:33])=[O:30])=[CH:10][CH:11]=1. Procedure details: A 100-mL round bottomed flask fitted with a nitrogen inlet and magnetic stir bar was charged with (S)-(6-bromo-2-methyl-3,4-dihydroquinoxalin-1 (2H)-yl)(cyclopropyl)methanone (0.62 g, 2.1 mmol), dichloroethane (25 mL), and pyridine (0.254 mL, 3.15 mmol). The mixture was cooled to 0° C. in an ice bath. A solution of isopropyl chloroformate (1 M in toluene, 2.52 mL, 2.52 mmol) was then added dropwise over several minutes. The reaction mixture was stirred for 30 min in an ice bath before warming to... Starting materials: C(C)(=O)OC(C)=O (acetic anhydride), C(=O)O (formic acid), BrC=1C=C(C(=NC1OC)N)[N+](=O)[O-] (5-bromo-6-methoxy-3-nitropyridin-2-amine). Reaction conditions: temperature 60 celsius, time 1 hour. The product is BrC=1C=C(C(=NC1OC)NC=O)[N+](=O)[O-] (N-(5-bromo-6-methoxy-3-nitropyridin-2-yl)formamide). Isolated yield 94.9%. RXN SMILES: C(OC(=O)C)(=O)C.[CH:8]([OH:10])=O.[Br:11][C:12]1[CH:13]=[C:14]([N+:21]([O-:23])=[O:22])[C:15]([NH2:20])=[N:16][C:17]=1[O:18][CH3:19]>>[Br:11][C:12]1[CH:13]=[C:14]([N+:21]([O-:23])=[O:22])[C:15]([NH:20][CH:8]=[O:10])=[N:16][C:17]=1[O:18][CH3:19]. Procedure: A mixture of acetic anhydride (15.9 mL, 168.7 mmol) and formic acid (6.4 mL, 168.7 mmol) was heated at 60° C. for 3 h. After cooling to rt, 5-bromo-6-methoxy-3-nitropyridin-2-amine (2.1 g, 8.4 mmol) from Step 1 of this Example was added in portions. The resulting mixture was heated at 60° C. for 1 h, then at 70° C. for 1 h. LCMS analysis showed that the reaction was complete. The volume was condensed under reduced pressure, and the precipitated solid was collected by filtration to give N-(5-brom... The reactants are C([O-])([O-])=O.[K+].[K+] (potassium carbonate), [I-].[K+] (potassium iodide), ClCCNC(OC)=O (methyl 2-chloroethylcarbamate), FC1=CC=C(OC2=CC=C(C=C2)O)C=C1 (4-(4-fluorophenoxy)phenol), ice water. The solvent is CN(C=O)C (dimethyl formamide). Yields the product FC1=CC=C(OC2=CC=C(OCCNC(OC)=O)C=C2)C=C1 (methyl 2-[4-(4-fluorophenoxy)phenoxy]-1-ethylcarbamate). RXN SMILES: C(=O)([O-])[O-].[K+].[K+].[I-].[K+].Cl[CH2:10][CH2:11][NH:12][C:13](=[O:16])[O:14][CH3:15].[F:17][C:18]1[CH:31]=[CH:30][C:21]([O:22][C:23]2[CH:28]=[CH:27][C:26]([OH:29])=[CH:25][CH:24]=2)=[CH:20][CH:19]=1>CN(C)C=O>[F:17][C:18]1[CH:31]=[CH:30][C:21]([O:22][C:23]2[CH:28]=[CH:27][C:26]([O:29][CH2:10][CH2:11][NH:12][C:13](=[O:16])[O:14][CH3:15])=[CH:25][CH:24]=2)=[CH:20][CH:19]=1 |f:0.1.2,3.4|. Procedure details: 3.6 g of powdered potassium carbonate, 1.5 g of finely powdered potassium iodide and 27 g of methyl 2-chloroethylcarbamate are added to a solution of 2.6 g of 4-(4-fluorophenoxy)phenol in 120 ml of dimethyl formamide, and the reaction mixture is heated for 15 hours to 95° C. The cooled reaction mixture is poured into ice-water and extracted repeatedly with ether. The combined ether phases are washed with water, dried over sodium sulfate, and the solvent is completely removed by distillation. Aft... The reactants are C(=O)([O-])[O-].[K+].[K+] (K2CO3), COC1=C(C(=CC(=C1)F)OC)C(C(C)C)=O (1-(2,6-dimethoxy-4-fluorophenyl)-2-methylpropan-1-one), N1CCOCC1 (morpholine). The solvent is CS(=O)C (dimethylsulfoxide). Product: final product, COC1=C(C(=CC(=C1)N1CCOCC1)OC)C(C(C)C)=O (1-(2,6-dimethoxy-4-morpholinophenyl)-2-methylpropan-1-one). As a reaction SMILES: [CH3:1][O:2][C:3]1[CH:8]=[C:7](F)[CH:6]=[C:5]([O:10][CH3:11])[C:4]=1[C:12](=[O:16])[CH:13]([CH3:15])[CH3:14].[NH:17]1[CH2:22][CH2:21][O:20][CH2:19][CH2:18]1.C([O-])([O-])=O.[K+].[K+]>CS(C)=O>[CH3:1][O:2][C:3]1[CH:8]=[C:7]([N:17]2[CH2:22][CH2:21][O:20][CH2:19][CH2:18]2)[CH:6]=[C:5]([O:10][CH3:11])[C:4]=1[C:12](=[O:16])[CH:13]([CH3:15])[CH3:14] |f:2.3.4|. Procedure details: Into a 1-liter, three-necked round-bottom flask was placed 15.0 g (0.07 mole) of 1-(2,6-dimethoxy-4-fluorophenyl)-2-methylpropan-1-one produced in Example 12, 5.8 g (0.07 mole) of morpholine, and 19.0 g (0.14 mole) of K2CO3 in 100 ml. of dimethylsulfoxide (DMSO). The mixture was flushed with argon and heated to reflux overnight. The reaction mixture was cooled and then mixed with about 100 ml of distilled water and extracted with dichloromethane. The organic layer was washed with NaHCO3 solution... Starting materials: CCO, O=C(OCc1ccccc1)c1cccc([N+](=O)[O-])c1, O=C(Cl)c1cccc([N+](=O)[O-])c1, OCc1ccccc1, O=[Pt]. The product is Nc1cccc(C(=O)OCc2ccccc2)c1. RXN SMILES: [CH3:40][CH2:41][OH:42].[N+:21]([O-:22])(=[O:23])[c:24]1[cH:25][c:26]([C:27](=[O:28])[O:29][CH2:30][c:31]2[cH:32][cH:33][cH:34][cH:35][cH:36]2)[cH:37][cH:38][cH:39]1.[N+:9]([c:10]1[cH:11][c:12]([C:16]([Cl:17])=[O:18])[cH:13][cH:14][cH:15]1)([O-:19])=[O:20].[OH:1][CH2:2][c:3]1[cH:4][cH:5][cH:6][cH:7][cH:8]1.[Pt:43]=[O:44]>>[NH2:21][c:24]1[cH:25][c:26]([C:27](=[O:28])[O:29][CH2:30][c:31]2[cH:32][cH:33][cH:34][cH:35][cH:36]2)[cH:37][cH:38][cH:39]1. The product is CC1=NOC(=N1)C1=C(N=C(S1)NC(C1=CC=CC=C1)=O)C1=CC=CC=C1 (N-[5-(3-Methyl-[1,2,4]oxadiazol-5-yl)-4-phenyl-thiazol-2-yl]-benzamide). Reactants: CC1=NOC(=N1)C1=C(N=C(S1)N)C1=CC=CC=C1 (5-(3-methyl-[1,2,4]oxadiazol-5-yl)-4-phenyl-thiazol-2-ylamine), C(C1=CC=CC=C1)(=O)Cl (benzoyl chloride). Reported procedure: Prepared from 5-(3-methyl-[1,2,4]oxadiazol-5-yl)-4-phenyl-thiazol-2-ylamine and benzoyl chloride. Reaction SMILES: [CH3:1][C:2]1[N:6]=[C:5]([C:7]2[S:11][C:10]([NH2:12])=[N:9][C:8]=2[C:13]2[CH:18]=[CH:17][CH:16]=[CH:15][CH:14]=2)[O:4][N:3]=1.[C:19](Cl)(=[O:26])[C:20]1[CH:25]=[CH:24][CH:23]=[CH:22][CH:21]=1>>[CH3:1][C:2]1[N:6]=[C:5]([C:7]2[S:11][C:10]([NH:12][C:19](=[O:26])[C:20]3[CH:25]=[CH:24][CH:23]=[CH:22][CH:21]=3)=[N:9][C:8]=2[C:13]2[CH:14]=[CH:15][CH:16]=[CH:17][CH:18]=2)[O:4][N:3]=1.